Dataset: the Open Reaction Database (ORD), a public repository of structured organic reaction records. Task: describe an organic reaction: reactants, conditions, products, and yield The reactants are C1(=CC=CC=C1)C1(CCC(CC1)O)N1CCCCC1 (4-Phenyl-4-piperidinocyclohexanol), [OH-].[Na+] (sodium hydroxide). Reagents/catalysts: [O-2].[O-2].[O-2].[Cr+6] (Chromium trioxide). Run in C(C)(=O)O (acetic acid), C(C)(=O)O (acetic acid), O (water). Run at time 4 hour. Yields the product C1(=CC=CC=C1)C1(CCC(CC1)=O)N1CCCCC1 (4-Phenyl-4-piperidinocyclohexanone). Isolated yield 93.0%. RXN SMILES: [C:1]1([C:7]2([N:14]3[CH2:19][CH2:18][CH2:17][CH2:16][CH2:15]3)[CH2:12][CH2:11][CH:10]([OH:13])[CH2:9][CH2:8]2)[CH:6]=[CH:5][CH:4]=[CH:3][CH:2]=1.[OH-].[Na+]>C(O)(=O)C.O.[O-2].[O-2].[O-2].[Cr+6]>[C:1]1([C:7]2([N:14]3[CH2:19][CH2:18][CH2:17][CH2:16][CH2:15]3)[CH2:8][CH2:9][C:10](=[O:13])[CH2:11][CH2:12]2)[CH:2]=[CH:3][CH:4]=[CH:5][CH:6]=1 |f:1.2,5.6.7.8|. Procedure details: 4-Phenyl-4-piperidinocyclohexanol (1.2 g, 4.6 mmoles) was dissolved in 50 ml of glacial acetic acid. The solution was cooled with an external ice-bath. Chromium trioxide (1 g, 10 mmole) was dissolved in 10 ml of water and 15 ml of glacial acetic acid, and was slowly added to the solution. After completion, the solution was stirred at room temperature for 4 hours. TLC analysis indicated no starting material was left. The solution was cooled with an ice-bath and was carefully made basic with sodiu... Starting materials: imine, ClC1=CC=C(C=C1)C(CC(C=O)(C(F)(F)F)O)(C)C (4-(4-chlorophenyl)-2-hydroxy-4-methyl-2-(trifluoromethyl)pentanal), NC1=C2C=NNC2=CC=C1 (4-aminoindazole), imine, B(Br)(Br)Br (BBr3). Product: ClC1=CC=C2C(CC(C(C2=C1)NC1=C2C=NNC2=CC=C1)(O)C(F)(F)F)(C)C (7-Chloro-1-[(1H-indazol-4-yl)amino]-4,4-dimethyl-2-(trifluoromethyl)-1,2,3,4-tetrahydronaphthalen-2-ol). The yield is 6.0%. RXN SMILES: [Cl:1][C:2]1[CH:7]=[CH:6][C:5]([C:8]([CH3:19])([CH3:18])[CH2:9][C:10]([OH:17])([C:13]([F:16])([F:15])[F:14])[CH:11]=O)=[CH:4][CH:3]=1.[NH2:20][C:21]1[CH:29]=[CH:28][CH:27]=[C:26]2[C:22]=1[CH:23]=[N:24][NH:25]2.B(Br)(Br)Br>>[Cl:1][C:2]1[CH:7]=[C:6]2[C:5]([C:8]([CH3:19])([CH3:18])[CH2:9][C:10]([C:13]([F:16])([F:15])[F:14])([OH:17])[CH:11]2[NH:20][C:21]2[CH:29]=[CH:28][CH:27]=[C:26]3[C:22]=2[CH:23]=[N:24][NH:25]3)=[CH:4][CH:3]=1. Reported procedure: Analogously to Example 2, the corresponding imine is produced starting from 350 mg of 4-(4-chlorophenyl)-2-hydroxy-4-methyl-2-(trifluoromethyl)pentanal and 158 mg of 4-aminoindazole. By reaction of 50 mg of imine with 1.8 ml of BBr3 (1N in dichloromethane), 29 mg of the title compound is obtained. The reactants are [H-].[Na+] (NaH), C(C)(C)(C)NC(=O)C1=NC=C(C=C1)C#CC1=CC=CC=C1 (5-phenylethynyl-pyridine-2-carboxylic acid tert-butylamide), IC (Iodomethane). Run in CN(C)C=O (DMF). Run at temperature 2.5 celsius, time 30 minute. Yields the product C(C)(C)(C)N(C(=O)C1=NC=C(C=C1)C#CC1=CC=CC=C1)C (5-phenylethynyl-pyridine-2-carboxylic acid tert-butyl-methyl-amide). Isolated yield 61.7%. RXN SMILES: [C:1]([NH:5][C:6]([C:8]1[CH:13]=[CH:12][C:11]([C:14]#[C:15][C:16]2[CH:21]=[CH:20][CH:19]=[CH:18][CH:17]=2)=[CH:10][N:9]=1)=[O:7])([CH3:4])([CH3:3])[CH3:2].[H-].[Na+].I[CH3:25]>CN(C=O)C>[C:1]([N:5]([CH3:25])[C:6]([C:8]1[CH:13]=[CH:12][C:11]([C:14]#[C:15][C:16]2[CH:17]=[CH:18][CH:19]=[CH:20][CH:21]=2)=[CH:10][N:9]=1)=[O:7])([CH3:4])([CH3:2])[CH3:3] |f:1.2|. Reported procedure: (74 mg, 266 μmol) 5-Phenylethynyl-pyridine-2-carboxylic acid tert-butylamide (Example 1, step 2) was dissolved in DMF (1 ml) and cooled to 0-5° C. NaH (55%) (14 mg, 319 μmol, 1.2 equiv.) was added and the mixture was stirred for 30 min at 0-5° C. Iodomethane (22 μl, 346 μmol, 1.3 equiv.) was added, and the mixture was then stirred for 1 hour at room temperature. The reaction mixture was evaporated and treated with sat. NaHCO3 solution and extracted twice with a small volume of CH2Cl2. The organi... Reactants: BrC1=CC=C(C=C1)S(=O)(=O)OCCC1CCC(CC1)(C)C (2-(4,4-dimethylcyclohexyl)ethyl 4-bromobenzenesulfonate), [I-].[Na+] (sodium iodide). Solvent: CC(=O)C (acetone). The product is ICCC1CCC(CC1)(C)C (4-(2-Iodoethyl)-1,1-dimethylcyclohexane). The yield is 82.7%. Reaction SMILES: BrC1C=CC(S(O[CH2:12][CH2:13][CH:14]2[CH2:19][CH2:18][C:17]([CH3:21])([CH3:20])[CH2:16][CH2:15]2)(=O)=O)=CC=1.[I-:22].[Na+]>CC(C)=O>[I:22][CH2:12][CH2:13][CH:14]1[CH2:19][CH2:18][C:17]([CH3:21])([CH3:20])[CH2:16][CH2:15]1 |f:1.2|. Procedure details: To a solution of 2-(4,4-dimethylcyclohexyl)ethyl 4-bromobenzenesulfonate (Preparation 16, 410 mg, 1 mmol) in acetone (100 ml) was added sodium iodide (370 mg, 2.5 mmol), and the mixture was heated under reflux for 3 h. After allowing the reaction mixture to cool to room temperature, the mixture was filtered and the filtrate was diluted with water (500 ml) and extracted with diethyl ether (500 ml). The organic extract was dried (MgSO4), filtered and concentrated in vacuo to afford the title compo... The reactants are CC(C)CCON=O, ClCCl, Fc1ccc2c(c1)NCCO2. The product is O=NN1CCOc2ccc(F)cc21. RXN SMILES: [CH3:1][CH:2]([CH2:3][CH2:4][O:6][N:7]=[O:5])[CH3:8].[Cl:20][CH2:21][Cl:22].[F:9][c:10]1[cH:11][cH:12][c:13]2[c:14]([cH:19]1)[NH:15][CH2:16][CH2:17][O:18]2>>[O:6]=[N:7][N:15]1[c:14]2[c:13]([cH:12][cH:11][c:10]([F:9])[cH:19]2)[O:18][CH2:17][CH2:16]1. Reactants: C1(=CC=CC=C1)N=NC(=NNC1=CC=CC=C1)C1=CC=CC=C1 (1,3,5-triphenylformazan), [OH-].[Na+] (sodium hydroxide), ClCl (chlorine). The solvent is C(C)O (ethyl alcohol). The product is Cl.[Cl-].C1(=CC=CC=C1)N1[NH2+]C(=NN1C1=CC=CC=C1)C1=CC=CC=C1 (2,3,5-triphenyltetrazolium chloride hydrochloride). As a reaction SMILES: [C:1]1([N:7]=[N:8][C:9]([C:18]2[CH:23]=[CH:22][CH:21]=[CH:20][CH:19]=2)=[N:10][NH:11][C:12]2[CH:17]=[CH:16][CH:15]=[CH:14][CH:13]=2)[CH:6]=[CH:5][CH:4]=[CH:3][CH:2]=1.[OH-].[Na+].[Cl:26]Cl>C(O)C>[ClH:26].[Cl-:26].[C:1]1([N:7]2[N:11]([C:12]3[CH:13]=[CH:14][CH:15]=[CH:16][CH:17]=3)[N:10]=[C:9]([C:18]3[CH:23]=[CH:22][CH:21]=[CH:20][CH:19]=3)[NH2+:8]2)[CH:6]=[CH:5][CH:4]=[CH:3][CH:2]=1 |f:1.2,5.6.7|. Reported procedure: 5 g (0.015 M) of 1,3,5-triphenylformazan and 0.7 g (0.015 M) of sodium hydroxide were mixed in 100 ml of absolute ethyl alcohol and 0.96 liter (0.042 M) of chlorine gas was passed through for 45 minutes at a temperature of 05° C. Activated carbon was added, the components mixed, the mixture passed through a filter, the filtrate evaporated, the residue dissolved in water, treated with activated carbon, filtered, and the filtrate evaporated. The obtained crystals were white with a creamy tint. The... Reactants: ClC=1C=C(C=CC1C(F)(F)F)S(=O)(=O)Cl (3-Chloro-4-(trifluoromethyl)benzene-1-sulfonyl chloride), FC(C1=CC=C(C=N1)N)(F)F (6-(trifluoromethyl)pyridin-3-amine). The product is FC(C1=CC=C(C=N1)S(=O)(=O)Cl)(F)F (6-(Trifluoromethyl)pyridine-3-sulfonyl chloride). As a reaction SMILES: Cl[C:2]1[CH:3]=[C:4]([S:12]([Cl:15])(=[O:14])=[O:13])[CH:5]=C[C:7]=1[C:8]([F:11])([F:10])[F:9].FC(F)(F)C1[N:23]=CC(N)=CC=1>>[F:9][C:8]([F:11])([F:10])[C:7]1[N:23]=[CH:5][C:4]([S:12]([Cl:15])(=[O:14])=[O:13])=[CH:3][CH:2]=1. Procedure details: The title compound was prepared by a method analogous to the method used to prepare Intermediate 39 using 6-(trifluoromethyl)pyridin-3-amine as the starting material. LCMS (R—SO3−)=226.2. Reactants: NC1=C2C(=NC=C1)N=C(N2O)C(Cl)(F)F (7-amino-1-hydroxy-2-(difluorochloromethyl)-1H-imidazo(4,5-b)pyridine), N(=O)[O-].[Na+] (sodium nitrite), [C-]#N.[Na+] (sodium cyanide), [N+](=O)([O-])C1=C2C(=NC=C1)N=C(N2O)C(Cl)(F)F (7-nitro-1-hydroxy-2-(difluorochloromethyl)-1H-imidazo(4,5-b)pyridine). Yields the product C(#N)C1=C2C(=NC=C1)N=C(N2O)C(Cl)(F)F (7-cyano-1-hydroxy-2-(difluorochloromethyl)-1H-imidazo(4,5-b)pyridine). RXN SMILES: [N+]([C:4]1[CH:9]=[CH:8][N:7]=[C:6]2[N:10]=[C:11]([C:14]([F:17])([F:16])[Cl:15])[N:12]([OH:13])[C:5]=12)([O-])=O.[NH2:18][C:19]1C=CN=C2N=C(C(F)(F)Cl)N(O)C=12.N([O-])=O.[Na+].[C-]#N.[Na+]>>[C:19]([C:4]1[CH:9]=[CH:8][N:7]=[C:6]2[N:10]=[C:11]([C:14]([F:17])([F:16])[Cl:15])[N:12]([OH:13])[C:5]=12)#[N:18] |f:2.3,4.5|. Procedure: 7-Chloro-1-hydroxy-2-(difluorochloromethyl)-1H-imidazo-(4,5-b)pyridine is reacted with ammonium hydroxide to obtain 7-amino-1-hydroxy-2-(difluorochloromethyl)-1H-imidazo(4,5-b)pyridine which is oxidized to the corresponding 7-nitro-1-hydroxy-2-(difluorochloromethyl)-1H-imidazo(4,5-b)pyridine. Also, the 7-amino-1-hydroxy-2-(difluorochloromethyl)-1H-imidazo(4,5-b)pyridine is treated with sodium nitrite and subsequently sodium cyanide to obtain the corresponding 7-cyano-1-hydroxy-2-(difluorochlorom... The reactants are ClC1=NC(=C(C(=N1)C)C(C(=O)OC)CCC)C1=CC=C(C=C1)C (methyl 2-(2-chloro-4-methyl-6-p-tolylpyrimidin-5-yl)pentanoate), C(C)(C)N(C(C)C)CC (N,N-diisopropylethylamine), [I-].[Na+] (sodium iodide), N1CCC2=CC=CC=C12 (indoline). The solvent is CN1C(CCC1)=O (1-methylpyrrolidin-2-one), C(C)#N (acetonitrile). Yields the product N1(CCC2=CC=CC=C12)C1=NC(=C(C(=N1)C)C(C(=O)OC)CCC)C1=CC=C(C=C1)C (Methyl 2-(2-(indolin-1-yl)-4-methyl-6-p-tolylpyrimidin-5-yl)pentanoate). Yield: 30.9%. As a reaction SMILES: Cl[C:2]1[N:7]=[C:6]([CH3:8])[C:5]([CH:9]([CH2:14][CH2:15][CH3:16])[C:10]([O:12][CH3:13])=[O:11])=[C:4]([C:17]2[CH:22]=[CH:21][C:20]([CH3:23])=[CH:19][CH:18]=2)[N:3]=1.C(N(CC)C(C)C)(C)C.[I-].[Na+].[NH:35]1[C:43]2[C:38](=[CH:39][CH:40]=[CH:41][CH:42]=2)[CH2:37][CH2:36]1>CN1CCCC1=O.C(#N)C>[N:35]1([C:2]2[N:7]=[C:6]([CH3:8])[C:5]([CH:9]([CH2:14][CH2:15][CH3:16])[C:10]([O:12][CH3:13])=[O:11])=[C:4]([C:17]3[CH:22]=[CH:21][C:20]([CH3:23])=[CH:19][CH:18]=3)[N:3]=2)[C:43]2[C:38](=[CH:39][CH:40]=[CH:41][CH:42]=2)[CH2:37][CH2:36]1 |f:2.3|. Procedure details: A solution of methyl 2-(2-chloro-4-methyl-6-p-tolylpyrimidin-5-yl)pentanoate (0.104 g; 0.312 mmol), N,N-diisopropylethylamine (0.122 mL; 0.781 mmol), sodium iodide (0.047 mg; 0.312 mmol) and indoline (0.074 mL; 0.625 mmol) in a mixture of 1-methylpyrrolidin-2-one (0.5 mL) and acetonitrile (0.5 mL) was irradiated in a microwave oven at 160° C. for 30 min. The solution was partitioned between ethyl acetate and water and the organic layer was washed with a saturated solution of sodium thiosulphate,... Starting materials: C1CCOC1, O=C(Nc1nc(-c2cc(Cl)cs2)c(CN2CCCCC2)s1)c1cnc(Cl)c(Cl)c1, CCOC(=O)C1CCNCC1. Product: CCOC(=O)C1CCN(c2ncc(C(=O)Nc3nc(-c4cc(Cl)cs4)c(CN4CCCCC4)s3)cc2Cl)CC1. As a reaction SMILES: [CH2:41]1[O:42][CH2:43][CH2:44][CH2:45]1.[Cl:12][c:13]1[c:14]([Cl:40])[n:15][cH:16][c:17]([C:18](=[O:19])[NH:20][c:21]2[s:22][c:23]([CH2:32][N:33]3[CH2:34][CH2:35][CH2:36][CH2:37][CH2:38]3)[c:24](-[c:26]3[s:27][cH:28][c:29]([Cl:31])[cH:30]3)[n:25]2)[cH:39]1.[NH:1]1[CH2:2][CH2:3][CH:4]([C:5](=[O:6])[O:7][CH2:8][CH3:9])[CH2:10][CH2:11]1>>[N:1]1([c:14]2[c:13]([Cl:12])[cH:39][c:17]([C:18](=[O:19])[NH:20][c:21]3[s:22][c:23]([CH2:32][N:33]4[CH2:34][CH2:35][CH2:36][CH2:37][CH2:38]4)[c:24](-[c:26]4[s:27][cH:28][c:29]([Cl:31])[cH:30]4)[n:25]3)[cH:16][n:15]2)[CH2:2][CH2:3][CH:4]([C:5](=[O:6])[O:7][CH2:8][CH3:9])[CH2:10][CH2:11]1.